The task is: describe an organic reaction: reactants, conditions, products, and yield. This data is from the Open Reaction Database (ORD), a public repository of structured organic reaction records. Reactants: BrC1=CC=2C3=C(C=NC2C=C1)N(C(N3C=3C(=NN(C3)C)C)=O)C (8-bromo-1-(1,3-dimethyl-1H-pyrazol-4-yl)-3-methyl-1,3-dihydro-imidazo[4,5-c]quinolin-2-one), BrC1=CC=2C3=C(C=NC2C=C1)N(C(N3C=3C(=NN(C3)C)C)=O)C (8-bromo-1-(1,3-dimethyl-1H-pyrazol-4-yl)-3-methyl-1,3-dihydro-imidazo[4,5-c]quinolin-2-one), FCCOC=1C=NC=C(C1)B1OC(C(O1)(C)C)(C)C (3-(2-fluoro-ethoxy)-5-(4,4,5,5-tetramethyl-[1,3,2]dioxaborolan-2-yl)-pyridine). Product: CN1N=C(C(=C1)N1C(N(C=2C=NC=3C=CC(=CC3C21)C=2C=NC=C(C2)OCCF)C)=O)C (1-(1,3-Dimethyl-1H-pyrazol-4-yl)-8-[5-(2-fluoro-ethoxy)-pyridin-3-yl]-3-methyl-1,3-dihydro-imidazo[4,5-c]quinolin-2-one). RXN SMILES: Br[C:2]1[CH:11]=[CH:10][C:9]2[N:8]=[CH:7][C:6]3[N:12]([CH3:23])[C:13](=[O:22])[N:14]([C:15]4[C:16]([CH3:21])=[N:17][N:18]([CH3:20])[CH:19]=4)[C:5]=3[C:4]=2[CH:3]=1.[F:24][CH2:25][CH2:26][O:27][C:28]1[CH:29]=[N:30][CH:31]=[C:32](B2OC(C)(C)C(C)(C)O2)[CH:33]=1>>[CH3:20][N:18]1[CH:19]=[C:15]([N:14]2[C:5]3[C:4]4[CH:3]=[C:2]([C:32]5[CH:31]=[N:30][CH:29]=[C:28]([O:27][CH2:26][CH2:25][F:24])[CH:33]=5)[CH:11]=[CH:10][C:9]=4[N:8]=[CH:7][C:6]=3[N:12]([CH3:23])[C:13]2=[O:22])[C:16]([CH3:21])=[N:17]1. Procedure details: The title compound was synthesized in a similar manner as described for Example 1.1 using 8-bromo-1-(1,3-dimethyl-1H-pyrazol-4-yl)-3-methyl-1,3-dihydro-imidazo[4,5-c]quinolin-2-one (Intermediate A) and 3-(2-fluoro-ethoxy)-5-(4,4,5,5-tetramethyl-[1,3,2]dioxaborolan-2-yl)-pyridine (Stage 181.1.1) to give the title compound as a white solid. (HPLC: tR 2.20 min (Method A); M+H=433 MS-ES; 1H-NMR (d6-DMSO, 400 MHz) 8.99 (s, 1H), 8.36-8.32 (m, 2H), 8.17-8.10 (m, 2H), 8.03-7.98 (m, 1H), 7.61-7.57 (m, 1H... Starting materials: CCOc1ccnc(Nc2n[nH]c3c2CNC3(C)C)n1, CCN(C(C)C)C(C)C, O=C(OC(Cl)(Cl)Cl)OC(Cl)(Cl)Cl, ClCCl, Cl. Yields the product CCOc1ccnc(Nc2n[nH]c3c2CN(C(=O)Cl)C3(C)C)n1. Reaction SMILES: [CH2:2]([CH3:3])[O:4][c:5]1[n:6][c:7]([NH:11][c:12]2[c:13]3[c:14]([nH:15][n:16]2)[C:17]([CH3:20])([CH3:21])[NH:18][CH2:19]3)[n:8][cH:9][cH:10]1.[CH:22]([N:23]([CH:24]([CH3:25])[CH3:26])[CH2:27][CH3:28])([CH3:29])[CH3:30].[Cl:31][C:32]([Cl:33])([O:34][C:35](=[O:36])[O:37][C:38]([Cl:39])([Cl:40])[Cl:41])[Cl:42].[Cl:43][CH2:44][Cl:45].[ClH:1]>>[CH2:2]([CH3:3])[O:4][c:5]1[n:6][c:7]([NH:11][c:12]2[c:13]3[c:14]([nH:15][n:16]2)[C:17]([CH3:20])([CH3:21])[N:18]([C:32]([Cl:31])=[O:34])[CH2:19]3)[n:8][cH:9][cH:10]1. The reactants are C1=CC=CC=2C(C3=CC=CC=C3C(C12)=O)=O (anthraquinone), [N+](=O)(O)[O-] (nitric acid), [N+](=O)(O)[O-] (nitric acid). Run at temperature 0 celsius. The product is [N+](=O)([O-])C1=CC=CC=2C(C3=CC=CC=C3C(C12)=O)=O (1-nitroanthraquinone). Yield: 62.1%. Reaction SMILES: [CH:1]1[C:14]2[C:13](=[O:15])[C:12]3[C:7](=[CH:8][CH:9]=[CH:10][CH:11]=3)[C:6](=[O:16])[C:5]=2[CH:4]=[CH:3][CH:2]=1.[N+:17]([O-])([OH:19])=[O:18]>>[N+:17]([C:8]1[C:7]2[C:6](=[O:16])[C:5]3[C:14](=[CH:1][CH:2]=[CH:3][CH:4]=3)[C:13](=[O:15])[C:12]=2[CH:11]=[CH:10][CH:9]=1)([O-:19])=[O:18]. Procedure: 208 g of anthraquinone and 509 g of 99% nitric acid (more ratio 8:1) are heated to 60° C for 1 hour with stirring. The reaction mixture is then rapidly cooled to 0° C, and 1584 g of 73% nitric acid are added (crystallisation acid 78%, γHNO3 = 0.493). The crystallised product is filtered off, washed with a little 76% nitric acid, freed from nitric acid under vacuum and fractionally distilled at 15 Torr and a head temperature of 292°. 157 g of 98.5% 1-nitroanthraquinone are obtained (61.2% of theo... The reactants are solution, Cl (hydrogen chloride), C(C)(C)(C)OC(=O)N1CC(CCC1)COC1=C(C=CC=C1)CCC1=CC(=CC=C1)OC(F)F (1-t-butoxycarbonyl-3-{2-[2-(3-difluoromethoxyphenyl) ethyl]phenoxymethyl}piperidine). Run in O1CCOCC1 (dioxane), O1CCOCC1 (dioxane). Reaction conditions: time 1 hour. Product: Cl.FC(OC=1C=C(C=CC1)CCC1=C(OCC2CNCCC2)C=CC=C1)F (3-{2-[2-(3-Difluoromethoxyphenyl)ethyl]phenoxymethyl}piperidine hydrochloride). Isolated yield 92.0%. RXN SMILES: C(OC([N:8]1[CH2:13][CH2:12][CH2:11][CH:10]([CH2:14][O:15][C:16]2[CH:21]=[CH:20][CH:19]=[CH:18][C:17]=2[CH2:22][CH2:23][C:24]2[CH:29]=[CH:28][CH:27]=[C:26]([O:30][CH:31]([F:33])[F:32])[CH:25]=2)[CH2:9]1)=O)(C)(C)C.[ClH:34]>O1CCOCC1>[ClH:34].[F:33][CH:31]([F:32])[O:30][C:26]1[CH:25]=[C:24]([CH2:23][CH2:22][C:17]2[CH:18]=[CH:19][CH:20]=[CH:21][C:16]=2[O:15][CH2:14][CH:10]2[CH2:11][CH2:12][CH2:13][NH:8][CH2:9]2)[CH:29]=[CH:28][CH:27]=1 |f:3.4|. Reported procedure: 0.858 g of 1-t-butoxycarbonyl-3-{2-[2-(3-difluoromethoxyphenyl) ethyl]phenoxymethyl}piperidine [prepared as described in step (a) above] was dissolved in 8 ml of dioxane. 8 ml of a 4N solution of hydrogen chloride in dioxane was then added to the solution, whilst ice-cooling, and the solution was allowed to stand at room temperature for 1 hour. At the end of this time, it was concentrated by distillation under reduced pressure, and the resulting oil was dissolved in 50 ml of ethyl acetate. The s... Reactants: CCO, Cl, NC(=NCC(F)(F)F)Nc1cncc(Cl)n1, [H-], NCCS, [Na+]. Yields the product NCCSc1cncc(NC(N)=NCC(F)(F)F)n1. Reaction SMILES: [CH3:24][CH2:25][OH:26].[ClH:3].[F:8][C:9]([CH2:10][N:11]=[C:12]([NH:13][c:14]1[n:15][c:16]([Cl:20])[cH:17][n:18][cH:19]1)[NH2:21])([F:22])[F:23].[H-:1].[NH2:4][CH2:5][CH2:6][SH:7].[Na+:2]>>[NH2:4][CH2:5][CH2:6][S:7][c:16]1[n:15][c:14]([NH:13][C:12](=[N:11][CH2:10][C:9]([F:8])([F:22])[F:23])[NH2:21])[cH:19][n:18][cH:17]1. Run in CO (MeOH). The product is C(C1=CC=CC=C1)OCCN1C(C2CCCC(C1)N2)=O (3-(2-Benzyloxy-ethyl)-3,9-diaza-bicyclo[3.3.1]nonan-2-one). Isolated yield 91.1%. Reagents/catalysts: [Pd] (palladium). The reactants are C(C1=CC=CC=C1)OC(=O)N1C2C(N(CC1CCC2)CCOCC2=CC=CC=C2)=O (3-(2-Benzyloxyethyl)-2-oxo-3,9-diaza-bicyclo[3.3.1]nonane-9-carboxylic acid benzyl ester), C(C1=CC=CC=C1)OC(=O)N1C2C(N(CC1CCC2)CCOCC2=CC=CC=C2)=O (3-(2-Benzyloxyethyl)-2-oxo-3,9-diaza-bicyclo[3.3.1]nonane-9-carboxylic acid benzyl ester), [H][H] (Hydrogen). Procedure details: 3-(2-Benzyloxyethyl)-2-oxo-3,9-diaza-bicyclo[3.3.1]nonane-9-carboxylic acid benzyl ester (Compound 5, 0.15 g, 0.36 mmol) was dissolved in MeOH (5 mL), and palladium (10%) on activated carbon (0.03 g) was added. Hydrogen was applied via balloon for 1 hour. The black suspension was then filtered through compacted Celite, and the methanol was removed by high-vacuum rotary evaporator to give Compound 6 (0.09 g, 90%) as a thick oil, which was of sufficiently good quality to be advanced to the couplin... RXN SMILES: C(OC([N:11]1[CH:16]2[CH2:17][CH2:18][CH2:19][CH:12]1[C:13](=[O:30])[N:14]([CH2:20][CH2:21][O:22][CH2:23][C:24]1[CH:29]=[CH:28][CH:27]=[CH:26][CH:25]=1)[CH2:15]2)=O)C1C=CC=CC=1.[H][H]>CO.[Pd]>[CH2:23]([O:22][CH2:21][CH2:20][N:14]1[CH2:15][CH:16]2[NH:11][CH:12]([CH2:19][CH2:18][CH2:17]2)[C:13]1=[O:30])[C:24]1[CH:25]=[CH:26][CH:27]=[CH:28][CH:29]=1. The reactants are CN1N=CC=C1B1OC(C(O1)(C)C)(C)C (1-methyl-5-(4,4,5,5-tetramethyl-1,3,2-dioxaborolan-2-yl)-1H-pyrazole), BrC=1C=C(SC1)C(=O)OC (methyl 4-bromo-2-thiophenecarboxylate), C([O-])([O-])=O.[K+].[K+] (potassium carbonate), CN1N=CC=C1B1OC(C(O1)(C)C)(C)C (1-methyl-5-(4,4,5,5-tetramethyl-1,3,2-dioxaborolan-2-yl)-1H-pyrazole). Reagents/catalysts: CC(C)([P](C(C)(C)C)([Pd][P](C(C)(C)C)(C(C)(C)C)C(C)(C)C)C(C)(C)C)C (bis(tri-t-butylphosphine)palladium(0)), CC(C)([P](C(C)(C)C)([Pd][P](C(C)(C)C)(C(C)(C)C)C(C)(C)C)C(C)(C)C)C (bis(tri-t-butylphosphine)palladium(0)). Solvent: O1CCOCC1 (1,4-dioxane), O (water). Run at time 1 hour. The product is CN1N=CC=C1C=1C=C(SC1)C(=O)OC (methyl 4-(1-methyl-1H-pyrazol-5-yl)-2-thiophenecarboxylate). Yield: 99.5%. RXN SMILES: Br[C:2]1[CH:3]=[C:4]([C:7]([O:9][CH3:10])=[O:8])[S:5][CH:6]=1.C(=O)([O-])[O-].[K+].[K+].[CH3:17][N:18]1[C:22](B2OC(C)(C)C(C)(C)O2)=[CH:21][CH:20]=[N:19]1>O1CCOCC1.O.CC(C)([P](C(C)(C)C)([Pd][P](C(C)(C)C)(C(C)(C)C)C(C)(C)C)C(C)(C)C)C>[CH3:17][N:18]1[C:22]([C:2]2[CH:3]=[C:4]([C:7]([O:9][CH3:10])=[O:8])[S:5][CH:6]=2)=[CH:21][CH:20]=[N:19]1 |f:1.2.3,^1:41,47|. Procedure details: A solution of methyl 4-bromo-2-thiophenecarboxylate (2.5 g, 11.31 mmol), potassium carbonate (7.81 g, 56.5 mmol), 1-methyl-5-(4,4,5,5-tetramethyl-1,3,2-dioxaborolan-2-yl)-1H-pyrazole (2.59 g, 12.44 mmol) [prepared according to Preparation 7] and bis(tri-t-butylphosphine)palladium(0) (0.289 g, 0.56 mmol) in 1,4-dioxane (47 ml) and water (9 ml) was stirred at 80° C. in a sealed tube for 1 h. 1-methyl-5-(4,4,5,5-tetramethyl-1,3,2-dioxaborolan-2-yl)-1H-pyrazole (2.59 g, 12.44 mmol) and bis(tri-t-but...